Dataset: the Open Reaction Database (ORD), a public repository of structured organic reaction records. Task: describe an organic reaction: reactants, conditions, products, and yield The reactants are ClC=1C(=C2C(=C(C1Cl)C(C)=O)OCCO2)[N+](=O)[O-] (5',6'-dichloro-2',3'-ethylenedioxy-4'-nitroacetophenone). Reagents/catalysts: [Pd] (palladium on carbon). The solvent is [OH-].[Na+] (sodium hydroxide), C(C)O (ethanol). Conditions: time 7 hour. Yields the product NC1=C2C(=C(C=C1)C(C)=O)OCCO2 (4'-amino-2',3'-ethylenedioxyacetophenone). The yield is 66.1%. As a reaction SMILES: Cl[C:2]1[C:3]([N+:16]([O-])=O)=[C:4]2[O:15][CH2:14][CH2:13][O:12][C:5]2=[C:6]([C:9](=[O:11])[CH3:10])[C:7]=1Cl>[Pd].[OH-].[Na+].C(O)C>[NH2:16][C:3]1[CH:2]=[CH:7][C:6]([C:9](=[O:11])[CH3:10])=[C:5]2[O:12][CH2:13][CH2:14][O:15][C:4]=12 |f:2.3|. Procedure details: A mixture of 5',6'-dichloro-2',3'-ethylenedioxy-4'-nitroacetophenone (2 g, 7.63 mmol) and 10% palladium on carbon (800 mg) in 17 mL of 15% sodium hydroxide and 160 mL of ethanol hydrogenated at 57 psi for 7 hours. The mixture was filtered and concentrated by rotary evaporation and the residue was stirred into water. Drying gave 4'-amino-2',3'-ethylenedioxyacetophenone (970 mg, 5.04 mmol), m.p. 135°-136° C.